This data is from the Open Reaction Database (ORD), a public repository of structured organic reaction records. The task is: describe an organic reaction: reactants, conditions, products, and yield Starting materials: N1C=CC2=C(C=CC=C12)CN1C(CCCC12CCN(CC2)C2=NC1=CC=CC=C1N=C2)=O (1-((1H-indol-4-yl)methyl)-9-(quinoxalin-2-yl)-1,9-diazaspiro[5.5]undecan-2-one), CI (methyl iodide), [H-].[Na+] (NaH), ice, N1C=CC2=C(C=CC=C12)CN1C(CCCC12CCN(CC2)C2=NC1=CC=CC=C1N=C2)=O (1-((1H-indol-4-yl)methyl)-9-(quinoxalin-2-yl)-1,9-diazaspiro[5.5]undecan-2-one), O (water). Solvent: C1CCOC1 (THF). Reaction conditions: time 10 minute. Product: CN1C=CC2=C(C=CC=C12)CN1C(CCCC12CCN(CC2)C2=NC1=CC=CC=C1N=C2)=O (1-((1-methyl-1H-indol-4-yl)methyl)-9-(quinoxalin-2-yl)-1,9-diazaspiro[5.5]undecan-2-one). Isolated yield 50.0%. As a reaction SMILES: [NH:1]1[C:9]2[C:4](=[C:5]([CH2:10][N:11]3[C:16]4([CH2:21][CH2:20][N:19]([C:22]5[CH:31]=[N:30][C:29]6[C:24](=[CH:25][CH:26]=[CH:27][CH:28]=6)[N:23]=5)[CH2:18][CH2:17]4)[CH2:15][CH2:14][CH2:13][C:12]3=[O:32])[CH:6]=[CH:7][CH:8]=2)[CH:3]=[CH:2]1.[H-].[Na+].[CH3:35]I.O>C1COCC1>[CH3:35][N:1]1[C:9]2[C:4](=[C:5]([CH2:10][N:11]3[C:16]4([CH2:17][CH2:18][N:19]([C:22]5[CH:31]=[N:30][C:29]6[C:24](=[CH:25][CH:26]=[CH:27][CH:28]=6)[N:23]=5)[CH2:20][CH2:21]4)[CH2:15][CH2:14][CH2:13][C:12]3=[O:32])[CH:6]=[CH:7][CH:8]=2)[CH:3]=[CH:2]1 |f:1.2|. Procedure details: The title compound was synthesized from 1-((1H-indol-4-yl)methyl)-9-(quinoxalin-2-yl)-1,9-diazaspiro[5.5]undecan-2-one (prepared according to method G) via methylation as follows: NaH (7 mg, 0.18 mmol, 60% in mineral oil) was added to an ice-cold solution of 1-((1H-indol-4-yl)methyl)-9-(quinoxalin-2-yl)-1,9-diazaspiro[5.5]undecan-2-one (synthesized according to method G) (25 mg, 0.06 mmol) in THF (5 mL). The resulting mixture was stirred at rt for 10 min. The mixture was cooled to 0° C., methyl ... Reactants: C#CCNC(=O)NC, CCOC(C)=O, CC(C)NC(C)C, Nc1c(Cl)cc(I)c2c1OCO2, [Cu]I, Cl[Pd]Cl, c1ccc(P(c2ccccc2)c2ccccc2)cc1, c1ccc(P(c2ccccc2)c2ccccc2)cc1. The product is CNC(=O)NCC#Cc1cc(Cl)c(N)c2c1OCO2. RXN SMILES: [CH3:13][NH:14][C:15](=[O:16])[NH:17][CH2:18][C:19]#[CH:20].[CH3:28][CH2:29][O:30][C:31](=[O:32])[CH3:33].[CH:21]([NH:22][CH:23]([CH3:24])[CH3:25])([CH3:26])[CH3:27].[Cl:1][c:2]1[c:3]([NH2:12])[c:4]2[c:5]([c:9]([I:11])[cH:10]1)[O:6][CH2:7][O:8]2.[Cu:75][I:76].[Pd:34]([Cl:35])[Cl:36].[c:37]1([P:38]([c:39]2[cH:40][cH:41][cH:42][cH:43][cH:44]2)[c:45]2[cH:46][cH:47][cH:48][cH:49][cH:50]2)[cH:51][cH:52][cH:53][cH:54][cH:55]1.[c:56]1([P:57]([c:58]2[cH:59][cH:60][cH:61][cH:62][cH:63]2)[c:64]2[cH:65][cH:66][cH:67][cH:68][cH:69]2)[cH:70][cH:71][cH:72][cH:73][cH:74]1>>[Cl:1][c:2]1[c:3]([NH2:12])[c:4]2[c:5]([c:9]([C:20]#[C:19][CH2:18][NH:17][C:15]([NH:14][CH3:13])=[O:16])[cH:10]1)[O:6][CH2:7][O:8]2. Run at time 20 hour. Solvent: CC(=O)C (acetone). Starting materials: C([O-])([O-])=O.[K+].[K+] (potassium carbonate), C(C1=CC=CC=C1)(=O)OC1=CC(=C(C2=CC=CC=C12)O)C (4-benzoyloxy-2-methylnaphthol), C(C1=CC=CC=C1)Br (benzyl bromide). The product is C(C1=CC=CC=C1)OC1=C(C=C(C2=CC=CC=C12)OC(C1=CC=CC=C1)=O)C (1-Benzyloxy-2-methyl-4-benzoyloxynaphthalene). Yield: 82.8%. RXN SMILES: [C:1]([O:9][C:10]1[C:19]2[C:14](=[CH:15][CH:16]=[CH:17][CH:18]=2)[C:13]([OH:20])=[C:12]([CH3:21])[CH:11]=1)(=[O:8])[C:2]1[CH:7]=[CH:6][CH:5]=[CH:4][CH:3]=1.C(=O)([O-])[O-].[K+].[K+].[CH2:28](Br)[C:29]1[CH:34]=[CH:33][CH:32]=[CH:31][CH:30]=1>CC(C)=O>[CH2:28]([O:20][C:13]1[C:14]2[C:19](=[CH:18][CH:17]=[CH:16][CH:15]=2)[C:10]([O:9][C:1](=[O:8])[C:2]2[CH:3]=[CH:4][CH:5]=[CH:6][CH:7]=2)=[CH:11][C:12]=1[CH3:21])[C:29]1[CH:34]=[CH:33][CH:32]=[CH:31][CH:30]=1 |f:1.2.3|. Reported procedure: 10.8 g (0.039 mol) of 4-benzoyloxy-2-methylnaphthol was dissolved in 100 ml of acetone, and to this was added 5.5 g (0.04 mol) of anhydrous potassium carbonate, and, while stirring at room temperature, 7.7 g (0.045 mol) of benzyl bromide was added dropwise over 30 minutes, and following completion of the addition, stirring was continued for 20 hours at room temperature. Then, inorganic salt was filtered out and the filtrate was concentrated under reduced pressure. The residue was extracted with ... The reactants are C(C)C1=CC=C(CSC=2C=C(C(N(C2)COC)=O)OCOC)C=C1 (5-[(4-ethylbenzyl)sulfanyl]-3-(methoxymethoxy)-1-(methoxymethyl)pyridin-2(1H)-one), C(C)C1=CC=C(CSC=2C=C(C(N(C2)COC)=O)OCOC)C=C1 (5-[(4-ethylbenzyl)sulfanyl]-3-(methoxymethoxy)-1-(methoxymethyl)pyridin-2(1H)-one), ClCC1=NC=CC=C1 (2-chloromethylpyridine). Yields the product COCOC=1C(N(C=C(C1)SCC1=NC=CC=C1)COC)=O (3-(Methoxymethoxy)-1-(methoxymethyl)-5-[(pyridin-2-ylmethyl)sulfanyl]pyridin-2(1H)-one). RXN SMILES: [CH2:1]([C:3]1C=C[C:6]([CH2:7][S:8][C:9]2[CH:10]=[C:11]([O:19][CH2:20][O:21][CH3:22])[C:12](=[O:18])[N:13]([CH2:15][O:16][CH3:17])[CH:14]=2)=[CH:5][CH:4]=1)C.ClCC1C=CC=C[N:28]=1>>[CH3:22][O:21][CH2:20][O:19][C:11]1[C:12](=[O:18])[N:13]([CH2:15][O:16][CH3:17])[CH:14]=[C:9]([S:8][CH2:7][C:6]2[CH:5]=[CH:4][CH:3]=[CH:1][N:28]=2)[CH:10]=1. Reported procedure: Prepared as described for 5-[(4-ethylbenzyl)sulfanyl]-3-(methoxymethoxy)-1-(methoxymethyl)pyridin-2(1H)-one (Intermediate 17) but using 2-chloromethylpyridine instead of 1-(chloromethyl)-4-ethylbenzene. The reactants are C(C1=CC=CC=C1)OC(=O)Cl (chloroformic acid benzyl ester), C(C)OC(C(CN)(C)C)=O (3-amino-2,2-dimethylpropionic acid ethyl ester). Solvent: C(C)(=O)OCC (ethyl acetate), C(O)([O-])=O.[Na+] (sodium hydrogen carbonate). Run at time 2 hour. Yields the product C(C)OC(C(CNC(=O)OCC1=CC=CC=C1)(C)C)=O (3-Benzyloxycarbonylamino-2,2-dimethylpropionic acid ethyl ester). As a reaction SMILES: [CH2:1]([O:8][C:9](Cl)=[O:10])[C:2]1[CH:7]=[CH:6][CH:5]=[CH:4][CH:3]=1.[CH2:12]([O:14][C:15](=[O:21])[C:16]([CH3:20])([CH3:19])[CH2:17][NH2:18])[CH3:13]>C(OCC)(=O)C.C(=O)([O-])O.[Na+]>[CH2:12]([O:14][C:15](=[O:21])[C:16]([CH3:20])([CH3:19])[CH2:17][NH:18][C:9]([O:8][CH2:1][C:2]1[CH:7]=[CH:6][CH:5]=[CH:4][CH:3]=1)=[O:10])[CH3:13] |f:3.4|. Reported procedure: 31 ml of 90% chloroformic acid benzyl ester are slowly added, at 0°-5° C., to 29.04 g of 3-amino-2,2-dimethylpropionic acid ethyl ester in 500 ml of ethyl acetate and 250 ml of 1M sodium hydrogen carbonate solution. The reaction mixture is stirred for 2 hours at 0°-5° C. and extracted with ethyl acetate. The organic phases are washed with saturated sodium chloride solution and then concentrated. The evaporation residue is purified by FC (1 kg of silica gel; eluant: ethyl acetate/hexane=1:3). The...